This data is from the Open Reaction Database (ORD), a public repository of structured organic reaction records. The task is: describe an organic reaction: reactants, conditions, products, and yield Yields the product FC=1C=C(C=CC1)NC(NC1=CC=C(C=C1)C1=NOC(=C1)C(=O)NC(C(=O)OC)C(C)C)=O (Methyl 2-(3-(4-(3-(3-fluorophenyl)ureido)phenyl)isoxazole-5-carboxamido)-3-methylbutanoate). Solvent: C1CCOC1 (THF). RXN SMILES: [NH2:1][C:2]1[CH:7]=[CH:6][C:5]([C:8]2[CH:12]=[C:11]([C:13]([NH:15][CH:16]([CH:21]([CH3:23])[CH3:22])[C:17]([O:19][CH3:20])=[O:18])=[O:14])[O:10][N:9]=2)=[CH:4][CH:3]=1.[F:24][C:25]1[CH:30]=[CH:29][CH:28]=[C:27]([N:31]=[C:32]=[O:33])[CH:26]=1>C1COCC1>[F:24][C:25]1[CH:26]=[C:27]([NH:31][C:32](=[O:33])[NH:1][C:2]2[CH:7]=[CH:6][C:5]([C:8]3[CH:12]=[C:11]([C:13]([NH:15][CH:16]([CH:21]([CH3:23])[CH3:22])[C:17]([O:19][CH3:20])=[O:18])=[O:14])[O:10][N:9]=3)=[CH:4][CH:3]=2)[CH:28]=[CH:29][CH:30]=1. Procedure details: To methyl 2-(3-(4-aminophenyl)isoxazole-5-carboxamido)-3-methylbutanoate (500 mg) dissolved in THF (10 ml) was added 1-fluoro-3-isocyanatobenzene (260 mg) and stirred at RT overnight. The solid was filtered and washed with THF to yield 460 mg (64%) white solid. MS (ES+): m/z 455 (M+1); 1H NMR (DMSO-d6, 300 MHz): δ 9.19 (d, 1H), 9.16 (s, 1H), 9.13 (s, 1H), 7.84 (d, 2H), 7.67 (s, 1H), 7.62 (d, 2H), 7.5 (dd, 1H), 7.31 (m, 1H), 7.13 (dd, 1H), 6.78 (m, 1H), 4.29 (m, 1H), 3.66 (s, 3H), 2.2 (m, 1H), 0.... Yield: 64.2%. Run at time 8 hour. The reactants are NC1=CC=C(C=C1)C1=NOC(=C1)C(=O)NC(C(=O)OC)C(C)C (methyl 2-(3-(4-aminophenyl)isoxazole-5-carboxamido)-3-methylbutanoate), FC1=CC(=CC=C1)N=C=O (1-fluoro-3-isocyanatobenzene). The reactants are CS(=O)(=O)Cl (methanesulfonyl chloride), CC(C)S(=O)(=O)NCC=1C=C(CNC(=O)C=2C(=NC(=NC2)C2=CC(=CC=C2)F)C)C=CC1 (2-(3-fluoro-phenyl)-4-methyl-pyrimidine-5-carboxylic acid 3-[(propane-2-sulfonylamino)-methyl]-benzylamide). Yields the product CC(C)S(=O)(=O)NCC=1C=C(CNC(=O)C=2C=NC(=NC2)C2=CC(=CC=C2)F)C=CC1 (2-(3-fluoro-phenyl)-pyrimidine-5-carboxylic acid 3-[(propane-2-sulfonylamino)-methyl]-benzylamide). As a reaction SMILES: CS(Cl)(=O)=O.[CH3:6][CH:7]([S:9]([NH:12][CH2:13][C:14]1[CH:15]=[C:16]([CH:35]=[CH:36][CH:37]=1)[CH2:17][NH:18][C:19]([C:21]1[C:22](C)=[N:23][C:24]([C:27]2[CH:32]=[CH:31][CH:30]=[C:29]([F:33])[CH:28]=2)=[N:25][CH:26]=1)=[O:20])(=[O:11])=[O:10])[CH3:8]>>[CH3:8][CH:7]([S:9]([NH:12][CH2:13][C:14]1[CH:15]=[C:16]([CH:35]=[CH:36][CH:37]=1)[CH2:17][NH:18][C:19]([C:21]1[CH:22]=[N:23][C:24]([C:27]2[CH:32]=[CH:31][CH:30]=[C:29]([F:33])[CH:28]=2)=[N:25][CH:26]=1)=[O:20])(=[O:10])=[O:11])[CH3:6]. Procedure details: Following procedures similar to those of Example 72 (step 2) but substituting isopropanesulfonyl chloride (1.3 mmol) for methanesulfonyl chloride there is prepared 2-(3-fluoro-phenyl)-4-methyl-pyrimidine-5-carboxylic acid 3-[(propane-2-sulfonylamino)-methyl]-benzylamide (7 mg) as a solid. MS: 443 (M+H); 1H NMR (300 MHz, DMSO-d6): δ 1.20 (d, J=6.8 Hz, 6H), 3.05 (m, 1H), 4.17 (d, J=6.4 Hz, 2H), 4.55 (d, J=5.9 Hz, 2H), 7.27-7.62 (m, 5H), 8.17 (m, 1H), 8.32 (m, 1H), 9.32 (s, 2H), 9.45 (m, 1H).